This data is from the Open Reaction Database (ORD), a public repository of structured organic reaction records. The task is: describe an organic reaction: reactants, conditions, products, and yield Reactants: acid chloride, ClC1=C(C=CC(=C1)C(F)(F)F)NC(C(=O)O)C(C)C (2-(2-chloro-4-trifluoromethylphenylamino)-3-methylbutanoic acid), C(#N)C(O)C1=NC(=CC=C1)OC1=CC(=CC=C1)F (cyano[6-(3-fluorophenoxy)-2-pyridyl]methanol). Run in CCOCC (ether). The product is ClC1=C(C=CC(=C1)C(F)(F)F)NC(C(=O)OC(C1=NC(=CC=C1)OC1=CC(=CC=C1)F)C#N)C(C)C (cyano[6-(3-fluorophenoxy)-2-pyridyl]methyl 2-(2-chloro-4-trifluoromethylphenylamino)-3-methylbutanoate). As a reaction SMILES: [Cl:1][C:2]1[CH:7]=[C:6]([C:8]([F:11])([F:10])[F:9])[CH:5]=[CH:4][C:3]=1[NH:12][CH:13]([CH:17]([CH3:19])[CH3:18])[C:14]([OH:16])=[O:15].[C:20]([CH:22]([C:24]1[CH:29]=[CH:28][CH:27]=[C:26]([O:30][C:31]2[CH:36]=[CH:35][CH:34]=[C:33]([F:37])[CH:32]=2)[N:25]=1)O)#[N:21]>CCOCC>[Cl:1][C:2]1[CH:7]=[C:6]([C:8]([F:11])([F:10])[F:9])[CH:5]=[CH:4][C:3]=1[NH:12][CH:13]([CH:17]([CH3:19])[CH3:18])[C:14]([O:16][CH:22]([C:20]#[N:21])[C:24]1[CH:29]=[CH:28][CH:27]=[C:26]([O:30][C:31]2[CH:36]=[CH:35][CH:34]=[C:33]([F:37])[CH:32]=2)[N:25]=1)=[O:15]. Procedure details: The acid chloride of 2-(2-chloro-4-trifluoromethylphenylamino)-3-methylbutanoic acid is reacted with cyano[6-(3-fluorophenoxy)-2-pyridyl]methanol in ether as in Example 2 to give cyano[6-(3-fluorophenoxy)-2-pyridyl]methyl 2-(2-chloro-4-trifluoromethylphenylamino)-3-methylbutanoate. The reactants are COC1=C(C=CC=C1)S (2-methoxythiophenol), C([O-])([O-])=O.[K+].[K+] (potassium carbonate), BrC(C(=O)O)C (bromopropionic acid). Run in CN(C)C=O (DMF). Reaction conditions: time 30 minute. The product is COC1=C(C=CC=C1)SCCC(=O)O (3-[(2-methoxyphenyl)thio]propanoic acid). The yield is 754.3%. As a reaction SMILES: [CH3:1][O:2][C:3]1[CH:8]=[CH:7][CH:6]=[CH:5][C:4]=1[SH:9].C(=O)([O-])[O-].[K+].[K+].Br[CH:17]([CH3:21])[C:18]([OH:20])=[O:19]>CN(C=O)C>[CH3:1][O:2][C:3]1[CH:8]=[CH:7][CH:6]=[CH:5][C:4]=1[S:9][CH2:21][CH2:17][C:18]([OH:20])=[O:19] |f:1.2.3|. Procedure: To a solution of 2-methoxythiophenol (5.0 g, 3.56 mmol) in DMF (125 mL) is added potassium carbonate (14.76 g, 10.69 mmol, 3 Eq) at 60° C. under nitrogen. The reaction mixture is stirred for 30 minutes then bromopropionic acid (6.0 g, 3.92 mmol, 1.1 Eq) is added and the resulting mixture is stirred for 90 minutes at 60° C. under nitrogen. The solvent is removed under reduced pressure and the residue is taken up in water then washed with EtOAc. The aqueous layer is acidified with aq. solution of ... Reactants: O=C([O-])[O-], CCCCCCCCCCCCCCCCCCOc1ccc([N+](=O)[O-])c(C)c1, CO, ClCCl, Cl, [Fe], [K+], [K+], C1COCCO1, O. The product is CCCCCCCCCCCCCCCCCCOc1ccc(N)c(C)c1. Reaction SMILES: [C:33](=[O:34])([O-:35])[O-:36].[CH3:1][c:2]1[c:3]([N+:27]([O-:28])=[O:29])[cH:4][cH:5][c:6]([O:8][CH2:9][CH2:10][CH2:11][CH2:12][CH2:13][CH2:14][CH2:15][CH2:16][CH2:17][CH2:18][CH2:19][CH2:20][CH2:21][CH2:22][CH2:23][CH2:24][CH2:25][CH3:26])[cH:7]1.[CH3:30][OH:31].[Cl:40][CH2:41][Cl:42].[ClH:32].[Fe:39].[K+:37].[K+:38].[O:44]1[CH2:45][CH2:46][O:47][CH2:48][CH2:49]1.[OH2:43]>>[CH3:1][c:2]1[c:3]([NH2:27])[cH:4][cH:5][c:6]([O:8][CH2:9][CH2:10][CH2:11][CH2:12][CH2:13][CH2:14][CH2:15][CH2:16][CH2:17][CH2:18][CH2:19][CH2:20][CH2:21][CH2:22][CH2:23][CH2:24][CH2:25][CH3:26])[cH:7]1. Reaction conditions: time 2 hour. Solvent: C1CCOC1 (THF). Procedure: 5-Chloro-2-methoxy-benzenesulfonyl chloride (1.0 g, 4.1 mmol) and triphenylphosphine (3.81 g, 14.5 mmol) were dissolved in THF (10 ml). Water (1.3 ml) was added and the mixture was stirred for 2 h at room temperature. The mixture was partitioned between 2N aqueous NaOH and diethylether. The aqueous phase was acidified to pH 1 with concentrated HCl and then extracted twice with methylene chloride. The combined organic layers were dried over MgSO4 and the solvent was evaporated to afford the desir... Yield: 96.4%. Product: ClC=1C=CC(=C(C1)S)OC (5-Chloro-2-methoxy-benzenethiol). Reactants: ClC=1C=CC(=C(C1)S(=O)(=O)Cl)OC (5-Chloro-2-methoxy-benzenesulfonyl chloride), C1(=CC=CC=C1)P(C1=CC=CC=C1)C1=CC=CC=C1 (triphenylphosphine), O (Water). As a reaction SMILES: [Cl:1][C:2]1[CH:3]=[CH:4][C:5]([O:12][CH3:13])=[C:6]([S:8](Cl)(=O)=O)[CH:7]=1.C1(P(C2C=CC=CC=2)C2C=CC=CC=2)C=CC=CC=1.O>C1COCC1>[Cl:1][C:2]1[CH:3]=[CH:4][C:5]([O:12][CH3:13])=[C:6]([SH:8])[CH:7]=1.